From a dataset of the Open Reaction Database (ORD), a public repository of structured organic reaction records. describe an organic reaction: reactants, conditions, products, and yield Starting materials: ClC=1N=C(C2=C(N1)N(C=C2C#N)S(=O)(=O)C2=CC=C(C)C=C2)NC2CC2 (2-chloro-4-(cyclopropylamino)-7-tosyl-7H-pyrrolo[2,3-d]pyrimidine-5-carbonitrile), NC1=CC=C(C=C1)N(C(C)=O)C (N-(4-aminophenyl)-N-methylacetamide), C[Si](C)(C)Cl (trimethylsilyl chloride). Solvent: C(CCC)O (nBuOH). Conditions: temperature 135 celsius, time 20 hour. Yields the product C(#N)C1=CNC=2N=C(N=C(C21)NC2CC2)NC2=CC=C(C=C2)N(C(C)=O)C (N-(4-(5-cyano-4-(cyclopropylamino)-7H-pyrrolo[2,3-d]pyrimidin-2-ylamino)phenyl)-N-methylacetamide). Isolated yield 32.6%. Reaction SMILES: Cl[C:2]1[N:3]=[C:4]([NH:23][CH:24]2[CH2:26][CH2:25]2)[C:5]2[C:10]([C:11]#[N:12])=[CH:9][N:8](S(C3C=CC(C)=CC=3)(=O)=O)[C:6]=2[N:7]=1.[NH2:27][C:28]1[CH:33]=[CH:32][C:31]([N:34]([CH3:38])[C:35](=[O:37])[CH3:36])=[CH:30][CH:29]=1.C[Si](Cl)(C)C>C(O)CCC>[C:11]([C:10]1[C:5]2[C:4]([NH:23][CH:24]3[CH2:25][CH2:26]3)=[N:3][C:2]([NH:27][C:28]3[CH:29]=[CH:30][C:31]([N:34]([CH3:38])[C:35](=[O:37])[CH3:36])=[CH:32][CH:33]=3)=[N:7][C:6]=2[NH:8][CH:9]=1)#[N:12]. Procedure: A mixture of 2-chloro-4-(cyclopropylamino)-7-tosyl-7H-pyrrolo[2,3-d]pyrimidine-5-carbonitrile (165 mg, 0.425 mmol), N-(4-aminophenyl)-N-methylacetamide (107 mg, 0.652 mmol) and trimethylsilyl chloride (0.200 mL, 1.58 mmol) in nBuOH (4 mL) was stirred at 135° C. for 20 h. It was concentrated in vacuo. The residue was purified by HPLC to give the titled compound (50 mg). MS 362.3 (M+H); UV 202.8, 254.0, 280.4 nm. Reactants: C1(=CC=C(C=C1)S(=O)(=O)[O-])C.[NH+]1=CC=CC=C1 (pyridinium p-toluenesulfonate), C(C)O (ethanol). Yields the product C1(=CC=CC=C1)SCC#CCO (4-phenylthiobut-2-yn-1-ol). Reaction SMILES: [C:1]1(C)[CH:6]=[CH:5][C:4]([S:7]([O-])(=O)=O)=[CH:3][CH:2]=1.[NH+]1C=[CH:16][CH:15]=[CH:14][CH:13]=1.C([OH:20])C>>[C:4]1([S:7][CH2:13][C:14]#[C:15][CH2:16][OH:20])[CH:3]=[CH:2][CH:1]=[CH:6][CH:5]=1 |f:0.1|. Procedure: A stirred solution of sodium ethoxide in ethanol, obtained from 1.3 g of sodium and 50 ml of absolute ethanol was treated dropwise with 5.5 g (0.05mol) of thiophenol in 15 ml of absolute ethanol. The reaction mixture was refluxed for 1 hour and then treated with 5.84 g (0.025 mol) of 1-bromobut-2-yn-4-ol tetrahydropyranyl ether, refluxing the mixture for 2 additional hours. It was then cooled, poured into water and extracted withmethylene chloride. The organic extract was washed with water, drie... Reactants: O (water), O (Water), CC(C)([O-])C.[Na+] (sodium tert-butoxide), CS(=O)(=O)O.C(C)[C@H]1NC2=CC=C(C=C2[C@H](C1)N)C(F)(F)F ((2R,4S)-2-ethyl-6-trifluoromethyl-1,2,3,4-tetrahydroquinolin-4-ylamine methane-sulfonate). Run in C1(=CC=CC=C1)C (toluene). Conditions: temperature 80 celsius. Yields the product C(C)[C@H]1NC2=CC=C(C=C2[C@H](C1)N)C(F)(F)F ((2R,4S)-2-Ethyl-6-trifluoromethyl-1,2,3,4-tetrahydroquinolin-4-ylamine). Reaction SMILES: O.CC(C)([O-])C.[Na+].CS(O)(=O)=O.[CH2:13]([C@@H:15]1[CH2:24][C@H:23]([NH2:25])[C:22]2[C:17](=[CH:18][CH:19]=[C:20]([C:26]([F:29])([F:28])[F:27])[CH:21]=2)[NH:16]1)[CH3:14]>C1(C)C=CC=CC=1>[CH2:13]([C@@H:15]1[CH2:24][C@H:23]([NH2:25])[C:22]2[C:17](=[CH:18][CH:19]=[C:20]([C:26]([F:29])([F:27])[F:28])[CH:21]=2)[NH:16]1)[CH3:14] |f:1.2,3.4|. Procedure: Water (0.1 ml) and sodium tert-butoxide (212 mg) were added to a solution of (2R,4S)-2-ethyl-6-trifluoromethyl-1,2,3,4-tetrahydroquinolin-4-ylamine methane-sulfonate (500 mg) in toluene (2.5 ml) and the mixture was stirred at 80° C. for an hour. Thereto was added water (2.5 ml) and the mixture was stirred at 80° C. for 1.5 hours. The reaction mixture was cooled to room temperature and the organic layer was separated, washed with a saturated brine, dried over magnesium sulfate and concentrated in... Starting materials: ClC1=NC(=C2N=CN(C2=N1)C1C=CCCC1)N (2-chloro-9-(2-cyclohexenyl)-9H-adenine), C1(CCCCC1)N (cyclohexylamine). Solvent: C(C)O (ethanol). Product: C1(C=CCCC1)N1C2=NC(=NC(=C2N=C1)N)NC1CCCCC1 (9-(2-cyclohexenyl)-2-cyclohexylamino-9H-adenine). The yield is 77.0%. As a reaction SMILES: Cl[C:2]1[N:10]=[C:9]2[C:5]([N:6]=[CH:7][N:8]2[CH:11]2[CH2:16][CH2:15][CH2:14][CH:13]=[CH:12]2)=[C:4]([NH2:17])[N:3]=1.[CH:18]1([NH2:24])[CH2:23][CH2:22][CH2:21][CH2:20][CH2:19]1>C(O)C>[CH:11]1([N:8]2[CH:7]=[N:6][C:5]3[C:9]2=[N:10][C:2]([NH:24][CH:18]2[CH2:23][CH2:22][CH2:21][CH2:20][CH2:19]2)=[N:3][C:4]=3[NH2:17])[CH2:16][CH2:15][CH2:14][CH:13]=[CH:12]1. Reported procedure: A mixture of 2-chloro-9-(2-cyclohexenyl)-9H-adenine (300 mg., 1.2 mmole) and 1 ml. of cyclohexylamine in 3 ml. of ethanol is heated at 120°-125° C. for a period of 89 hrs. in a sealed tube and then evaporated in vacuo to give an oil. Purification of residual oil by column chromatography on silica gel affords 288 mg (77%) of 9-(2-cyclohexenyl)-2-cyclohexylamino-9H-adenine, m.p. 108°-111° C. IR (KBr): 3315, 3170, 2925, 2845, 1630, 1600, 1530, 1470, 1405 cm-1. UV: λmaxEtoH 224 nm(ε26,500), 259 nm(ε... Starting materials: Cl.ClC1=C2C(=NC(=C1)C1=C(C=CC(=C1)Cl)Cl)CCC2 (4-chloro-2-(2,5-dichlorophenyl)-6,7-dihydro-5H-cyclopenta[b]pyridine hydrochloride), NC1=CC=C(C=C1)CC(=O)N (2-(4-aminophenyl)acetamide), hydrochloride salt. Product: Cl.ClC1=C(C=C(C=C1)Cl)C1=CC(=C2C(=N1)CCC2)NC2=CC=C(C=C2)CC(=O)N (2-(4-((2-(2,5-Dichlorophenyl)-6,7-dihydro-5H-cyclopenta[b]pyridin-4-yl)amino)phenyl)acetamide hydrochloride). Yield: 6.1%. RXN SMILES: Cl.[Cl:2][C:3]1[CH:8]=[C:7]([C:9]2[CH:14]=[C:13]([Cl:15])[CH:12]=[CH:11][C:10]=2[Cl:16])[N:6]=[C:5]2[CH2:17][CH2:18][CH2:19][C:4]=12.[NH2:20][C:21]1[CH:26]=[CH:25][C:24]([CH2:27][C:28]([NH2:30])=[O:29])=[CH:23][CH:22]=1>>[ClH:2].[Cl:16][C:10]1[CH:11]=[CH:12][C:13]([Cl:15])=[CH:14][C:9]=1[C:7]1[N:6]=[C:5]2[CH2:17][CH2:18][CH2:19][C:4]2=[C:3]([NH:20][C:21]2[CH:22]=[CH:23][C:24]([CH2:27][C:28]([NH2:30])=[O:29])=[CH:25][CH:26]=2)[CH:8]=1 |f:0.1,3.4|. Reported procedure: Following General Procedure A1, 4-chloro-2-(2,5-dichlorophenyl)-6,7-dihydro-5H-cyclopenta[b]pyridine hydrochloride (0.100 g, 0.33 mmol) was reacted with 2-(4-aminophenyl)acetamide (0.060 g, 0.40 mmol), followed by the formation of the hydrochloride salt to afford the title compound (0.009 g, 10%) as a tan solid. MW=448.77. 1H NMR (DMSO-d6, 500 MHz) δ 14.18 (s, 1H), 10.16 (s, 1H), 7.79 (s, 1H), 7.71-7.64 (m, 2H), 7.50 (d, J=8.5 Hz, 1H), 7.42 (d, J=8.5 Hz, 1H), 7.31 (d, J=8.0 Hz, 1H), 7.16 (d, j=8... The reactants are CC12CC3=C(C=CCN1)C=C1C(C3)CC(N1)C2C (6,12-dimethyl-1,2,3,4,5,6-hexahydro-2,6-methano-8H-pyrrolo[2,3-i][3]benzazocine), CN(C=O)C (dimethylformamide), C(C)(C)N(CC)C(C)C (diisopropylethyl amine), C1(CC1)CBr (Cyclopropylmethyl bromide). Solvent: O (water), C(C)(=O)OCC (ethyl acetate). Yields the product C1(CC1)CC1C2NC=3C1CC1=C(C=CCNC(C1)(C2C)C)C3 (3-Cyclopropylmethyl-6,12-dimethyl-1,2,3,4,5,6-hexahydro-2,6-methano-8H-pyrrolo[2,3-i][3]benzazocine). Isolated yield 23.0%. As a reaction SMILES: [CH3:1][C:2]12[CH:17]([CH3:18])[CH:15]3[NH:16][C:11]4[CH:12]([CH2:14]3)[CH2:13][C:4](=[C:5]([CH:10]=4)[CH:6]=[CH:7][CH2:8][NH:9]1)[CH2:3]2.CN(C)C=O.C(N(C(C)C)CC)(C)C.[CH:33]1([CH2:36]Br)[CH2:35][CH2:34]1>O.C(OCC)(=O)C>[CH:33]1([CH2:36][CH:14]2[CH:12]3[CH2:13][C:4]4[CH2:3][C:2]5([CH3:1])[CH:17]([CH3:18])[CH:15]2[NH:16][C:11]3=[CH:10][C:5]=4[CH:6]=[CH:7][CH2:8][NH:9]5)[CH2:35][CH2:34]1. Procedure details: To a stirred solution of 0.99 g of 6,12-dimethyl-1,2,3,4,5,6-hexahydro-2,6-methano-8H-pyrrolo[2,3-i][3]benzazocine and 18 ml of dimethylformamide was added 1.44 ml of diisopropylethyl amine. Cyclopropylmethyl bromide (0.48 ml) was added, under nitrogen, and the reaction mixture was heated at 82°-83° C. for 6 hr. The reaction mixture was cooled to room temperature and was poured into ethyl acetate and water. The layers were separated and the aqueous layer extracted with ethyl acetate and ether. T... Starting materials: ClC(c1ccccc1)(c1ccccc1)c1ccccc1, C1CCOC1, NCCCO. The product is OCCCNC(c1ccccc1)(c1ccccc1)c1ccccc1. As a reaction SMILES: [C:6]([c:7]1[cH:8][cH:9][cH:10][cH:11][cH:12]1)([c:13]1[cH:14][cH:15][cH:16][cH:17][cH:18]1)([c:19]1[cH:20][cH:21][cH:22][cH:23][cH:24]1)[Cl:25].[CH2:26]1[O:27][CH2:28][CH2:29][CH2:30]1.[NH2:1][CH2:2][CH2:3][CH2:4][OH:5]>>[NH:1]([CH2:2][CH2:3][CH2:4][OH:5])[C:6]([c:7]1[cH:8][cH:9][cH:10][cH:11][cH:12]1)([c:13]1[cH:14][cH:15][cH:16][cH:17][cH:18]1)[c:19]1[cH:20][cH:21][cH:22][cH:23][cH:24]1. Procedure details: 2-Chloro-6-bromo-quinoline (142.5 g, 0.6 mol; European Journal of Medicinal Chemistry, 35(10), 931-940; 2000; colourless crystals m.p.: 99.8-101.4° C.) was dissolved in methanol (700 mL), then sodium methoxide (43.9 g; 0.8 mmol) was added and the resulting reaction mixture was refluxed for 16 hours. The reaction mixture was cooled at r.t. and poured in ice-water (1.8 L), the titled product precipitated as a cream solid (133 g, 95%), melting at 157.9-161.1° C. C10H8BrNO2, MW: 238.09. MS (ESI) m/z... RXN SMILES: Cl[C:2]1[CH:11]=[CH:10][C:9]2[C:4](=[CH:5][CH:6]=[C:7]([Br:12])[CH:8]=2)[N:3]=1.[CH3:13][O-:14].[Na+]>CO>[Br:12][C:7]1[CH:8]=[C:9]2[C:4](=[CH:5][CH:6]=1)[N:3]=[C:2]([O:14][CH3:13])[CH:11]=[CH:10]2 |f:1.2|. Solvent: ice water, CO (methanol). Reactants: ClC1=NC2=CC=C(C=C2C=C1)Br (2-Chloro-6-bromo-quinoline), crystals, C[O-].[Na+] (sodium methoxide). The product is BrC=1C=C2C=CC(=NC2=CC1)OC (6-bromo-2-methoxy-quinoline).